describe an organic reaction: reactants, conditions, products, and yield From a dataset of the Open Reaction Database (ORD), a public repository of structured organic reaction records. Run in O1CCOCC1 (1,4-dioxane). Reported procedure: A mixture of trans-4-chloro-5-iodo-7-[4-(4-methylpiperazino)cyclohexyl]-7H-pyrrolo[2,3-d]pyrimidine (750 mg, 1.63 mmol) and 1,4-dioxane (10 mL) and 30% aqueous ammonium hydroxide (10 mL) was heated at 120° C. in a sealed tube for 18 hours. The mixture is cooled and lyophilized to give trans-5-iodo-7-[4-(4-methylpiperazino)cyclohexyl]-7H-pyrrolo[2,3-d]pyrimidin-4-amine hydrochloride (750 mg, quantitative): 1H NMR (DMSO-d6, 400 MHz) δ 10.2 (bs, 1H), 8.08(s, 1H), 7.53(s, 1H), 6.59(bs, 2H), 4.50(m, ... Reaction conditions: temperature 120 celsius. The reactants are ClC=1C2=C(N=CN1)N(C=C2I)[C@@H]2CC[C@H](CC2)N2CCN(CC2)C (trans-4-chloro-5-iodo-7-[4-(4-methylpiperazino)cyclohexyl]-7H-pyrrolo[2,3-d]pyrimidine), [OH-].[NH4+] (ammonium hydroxide). As a reaction SMILES: [Cl:1][C:2]1[C:3]2[C:10]([I:11])=[CH:9][N:8]([C@H:12]3[CH2:17][CH2:16][C@H:15]([N:18]4[CH2:23][CH2:22][N:21]([CH3:24])[CH2:20][CH2:19]4)[CH2:14][CH2:13]3)[C:4]=2[N:5]=[CH:6][N:7]=1.[OH-].[NH4+:26]>O1CCOCC1>[ClH:1].[I:11][C:10]1[C:3]2[C:2]([NH2:26])=[N:7][CH:6]=[N:5][C:4]=2[N:8]([C@H:12]2[CH2:17][CH2:16][C@H:15]([N:18]3[CH2:23][CH2:22][N:21]([CH3:24])[CH2:20][CH2:19]3)[CH2:14][CH2:13]2)[CH:9]=1 |f:1.2,4.5|. The product is Cl.IC1=CN(C=2N=CN=C(C21)N)[C@@H]2CC[C@H](CC2)N2CCN(CC2)C (trans-5-iodo-7-[4-(4-methylpiperazino)cyclohexyl]-7H-pyrrolo[2,3-d]pyrimidin-4-amine hydrochloride). Reactants: ClC1=CC=C(C=N1)S(=O)(=O)N1CCOCC1 (4-[(6-chloropyridin-3-yl)sulfonyl]morpholine), COCCNC(=O)C=1C=C2CC(NC2=CC1)=O (N-(2-methoxyethyl)-2-oxoindoline-5-carboxamide). The product is Cl.OC=1NC2=CC=C(C=C2C1C1=NC=C(C=C1)S(=O)(=O)N1CCOCC1)C(=O)NCCOC (2-Hydroxy-N-(2-methoxyethyl)-3-[5-(morpholin-4-ylsulfonyl)pyridin-2-yl]-1H-indole-5-carboxamide hydrochloride). Isolated yield 7.0%. As a reaction SMILES: [Cl:1][C:2]1[N:7]=[CH:6][C:5]([S:8]([N:11]2[CH2:16][CH2:15][O:14][CH2:13][CH2:12]2)(=[O:10])=[O:9])=[CH:4][CH:3]=1.[CH3:17][O:18][CH2:19][CH2:20][NH:21][C:22]([C:24]1[CH:25]=[C:26]2[C:30](=[CH:31][CH:32]=1)[NH:29][C:28](=[O:33])[CH2:27]2)=[O:23]>>[ClH:1].[OH:33][C:28]1[NH:29][C:30]2[C:26]([C:27]=1[C:2]1[CH:3]=[CH:4][C:5]([S:8]([N:11]3[CH2:16][CH2:15][O:14][CH2:13][CH2:12]3)(=[O:10])=[O:9])=[CH:6][N:7]=1)=[CH:25][C:24]([C:22]([NH:21][CH2:20][CH2:19][O:18][CH3:17])=[O:23])=[CH:32][CH:31]=2 |f:2.3|. Procedure details: Starting materials: 4-[(6-chloropyridin-3-yl)sulfonyl]morpholine and N-(2-methoxyethyl)-2-oxoindoline-5-carboxamide. Yield: 7%: 1H NMR (DMSO-d, 400 MHz) δ 10.85 (s, 1H), 8.45 (m, 2H), 7.99 (s, 1H), 7.74 (s, 2H), 7.58 (m, 1H), 6.94 (d, J=8 Hz, 1H), 3.65 (m, 4H), 3.45 (m, 4H), 3.27 (s, 3H), 3.00 (m, 4H); MS (ES) m/z 461 (M++1). Reaction SMILES: [C:9](=[O:10])([O-:11])[O-:12].[Cl:15][C:16](=[O:17])[O:18][CH2:19][CH3:20].[Cl:21][CH:22]([Cl:23])[Cl:24].[Na+:13].[Na+:14].[OH2:25].[OH:1][CH2:2][CH:3]1[CH2:4][NH:5][CH2:6][CH2:7][CH2:8]1>>[OH:1][CH2:2][CH:3]1[CH2:4][N:5]([C:16](=[O:17])[O:18][CH2:19][CH3:20])[CH2:6][CH2:7][CH2:8]1. Product: CCOC(=O)N1CCCC(CO)C1. Starting materials: O=C([O-])[O-], CCOC(=O)Cl, ClC(Cl)Cl, [Na+], [Na+], O, OCC1CCCNC1.